This data is from the Open Reaction Database (ORD), a public repository of structured organic reaction records. The task is: describe an organic reaction: reactants, conditions, products, and yield Starting materials: O=S(Cl)Cl (SOCl2), C=1(O)C(O)=CC=CC1.COC(C)OC(C)OC (pyrocatechol bis-[(1-methoxy)-ethyl]-ether), C=1(O)C(O)=CC=CC1 (pyrocatechol), [OH-].[Na+] (caustic soda). The product is COC(C)OC1=C(C=CC=C1)O (o-(1-methoxyethoxy)-phenol). Reaction SMILES: O=S(Cl)Cl.[C:5]1([C:7](=[CH:9][CH:10]=[CH:11][CH:12]=1)[OH:8])[OH:6].[CH3:13][O:14][CH:15](OC(OC)C)[CH3:16].C1(C(=CC=CC=1)O)O.[OH-].[Na+]>>[CH3:13][O:14][CH:15]([O:6][C:5]1[CH:12]=[CH:11][CH:10]=[CH:9][C:7]=1[OH:8])[CH3:16] |f:1.2,4.5|. Procedure details: 0.5 parts of SOCl2 is added to 113 parts by weight of pyrocatechol-bis-[(1-methoxy)-ethyl]-ether and 55 parts by weight of pyrocatechol at 40° C. and the whole is stirred at this temperature for half an hour. It is then allowed to cool and 2 parts by volume of 25% by weight aqueous caustic soda solution is added. The product is separated and dried over sodium sulfate and the solvent is evaporated. There remains 168 parts of the abovementioned compound having a boiling point of 85° to 90° C. at 0... The reactants are NC1=C(C(=O)NC2=C(C=CC(=C2)F)C)C=C(C=C1)[N+](=O)[O-] (N-(2-amino-5-nitrobenzoyl)-2-methyl-5-fluoroaniline), FCC(=O)Cl (fluoroacetyl chloride). Solvent: N1=CC=CC=C1 (pyridine). Yields the product FCC(=O)NC1=C(C(=O)NC2=C(C=CC(=C2)F)C)C=C(C=C1)[N+](=O)[O-] (N-(2-fluroacetamido-5-nitrobenzoyl)-2-methyl-5-fluoroaniline). The yield is 95.7%. As a reaction SMILES: [NH2:1][C:2]1[CH:18]=[CH:17][C:16]([N+:19]([O-:21])=[O:20])=[CH:15][C:3]=1[C:4]([NH:6][C:7]1[CH:12]=[C:11]([F:13])[CH:10]=[CH:9][C:8]=1[CH3:14])=[O:5].[F:22][CH2:23][C:24](Cl)=[O:25]>N1C=CC=CC=1>[F:22][CH2:23][C:24]([NH:1][C:2]1[CH:18]=[CH:17][C:16]([N+:19]([O-:21])=[O:20])=[CH:15][C:3]=1[C:4]([NH:6][C:7]1[CH:12]=[C:11]([F:13])[CH:10]=[CH:9][C:8]=1[CH3:14])=[O:5])=[O:25]. Procedure details: 4.5 g of N-(2-amino-5-nitrobenzoyl)-2-methyl-5-fluoroaniline, 1.85 g of pyridine and 2.26 g of fluoroacetyl chloride are treated in the same manner as described in Example 1-(1), whereby 5.2 g of N-(2-fluroacetamido-5-nitrobenzoyl)-2-methyl-5-fluoroaniline are obtained as colorless needles.